Dataset: the Open Reaction Database (ORD), a public repository of structured organic reaction records. Task: describe an organic reaction: reactants, conditions, products, and yield As a reaction SMILES: [Br-:38].[CH3:13][O:14][C:15]([C:16](=[O:17])[C:18]12[CH2:19][CH2:20][CH2:21][CH:22]1[CH2:23]2)=[O:24].[CH3:32][CH2:33][CH2:34][CH2:35][CH2:36][CH3:37].[CH3:39][P+:40]([c:41]1[cH:42][cH:43][cH:44][cH:45][cH:46]1)([c:47]1[cH:48][cH:49][cH:50][cH:51][cH:52]1)[c:53]1[cH:54][cH:55][cH:56][cH:57][cH:58]1.[CH3:8][CH2:9][CH2:10][CH2:11][Li:12].[CH:1]([NH:2][CH:3]([CH3:4])[CH3:5])([CH3:6])[CH3:7].[Cl-:31].[Na+:30].[O:59]1[CH2:60][CH2:61][CH2:62][CH2:63]1.[S:25](=[O:26])(=[O:27])([OH:28])[OH:29]>>[CH2:1]=[C:16]([C:15]([O:14][CH3:13])=[O:24])[C:18]12[CH2:19][CH2:20][CH2:21][CH:22]1[CH2:23]2. The reactants are [Br-], COC(=O)C(=O)C12CCCC1C2, CCCCCC, C[P+](c1ccccc1)(c1ccccc1)c1ccccc1, [Li]CCCC, CC(C)NC(C)C, [Cl-], [Na+], C1CCOC1, O=S(=O)(O)O. The product is C=C(C(=O)OC)C12CCCC1C2. Starting materials: C([O-])([O-])=O.[NH4+].[NH4+] (ammonium carbonate), Cl (hydrogen chloride), ice, C(#N)C=1C=C(C=CC1)N(C(=O)NC1CCN(CC1)C(N)=N)C1CCCCCC1 (N-(3-cyanophenyl)-N'-(1-amidinopiperidin-4-yl)cyclo-heptylurea). Run in C(C)O (ethanol), C(C)O (ethanol). Run at time 24 hour. Yields the product C(N)(=N)C=1C=C(C=CC1)N(C(=O)NC1CCN(CC1)C(N)=N)C1CCCCCC1 (N-(3-amidinophenyl)-N'-(1-amidinopiperidin-4-yl)cycloheptylurea). RXN SMILES: Cl.[C:2]([C:4]1[CH:5]=[C:6]([N:10]([CH:23]2[CH2:29][CH2:28][CH2:27][CH2:26][CH2:25][CH2:24]2)[C:11]([NH:13][CH:14]2[CH2:19][CH2:18][N:17]([C:20](=[NH:22])[NH2:21])[CH2:16][CH2:15]2)=[O:12])[CH:7]=[CH:8][CH:9]=1)#[N:3].C(=O)([O-])[O-].[NH4+:34].[NH4+]>C(O)C>[C:2]([C:4]1[CH:5]=[C:6]([N:10]([CH:23]2[CH2:29][CH2:28][CH2:27][CH2:26][CH2:25][CH2:24]2)[C:11]([NH:13][CH:14]2[CH2:19][CH2:18][N:17]([C:20](=[NH:21])[NH2:22])[CH2:16][CH2:15]2)=[O:12])[CH:7]=[CH:8][CH:9]=1)(=[NH:34])[NH2:3] |f:2.3.4|. Procedure: Dry hydrogen chloride gas was bubbled through an ice cooled solution of N-(3-cyanophenyl)-N'-(1-amidinopiperidin-4-yl)cyclo-heptylurea (0.03 g, 0.075 mmol) in anhydrous ethanol (5 ml) for 15 min. The reaction was stoppered, allowed to warm to ambient temperature and stirred for 24 h. The reaction was concentrated to give a viscous residue which was dissolved in anhydrous ethanol and ammonium carbonate (0.06 g, 0.63 mmol) was added. The reaction was stirred over night at ambient temperature and t... Reactants: COC(=O)c1ccc(CC(=O)Nc2cccc(C=Cc3nc(C4CCC4)cs3)c2)cc1, CO, [Li+], C1CCOCC1, [OH-], O, O. Yields the product O=C(Cc1ccc(C(=O)O)cc1)Nc1cccc(C=Cc2nc(C3CCC3)cs2)c1. As a reaction SMILES: [CH3:1][O:2][C:3]([c:4]1[cH:5][cH:6][c:7]([CH2:10][C:11](=[O:12])[NH:13][c:14]2[cH:15][c:16]([CH:20]=[CH:21][c:22]3[s:23][cH:24][c:25]([CH:27]4[CH2:28][CH2:29][CH2:30]4)[n:26]3)[cH:17][cH:18][cH:19]2)[cH:8][cH:9]1)=[O:31].[CH3:38][OH:39].[Li+:42].[O:32]1[CH2:33][CH2:34][CH2:35][CH2:36][CH2:37]1.[OH-:41].[OH2:40].[OH2:43]>>[O:2]=[C:3]([c:4]1[cH:5][cH:6][c:7]([CH2:10][C:11](=[O:12])[NH:13][c:14]2[cH:15][c:16]([CH:20]=[CH:21][c:22]3[s:23][cH:24][c:25]([CH:27]4[CH2:28][CH2:29][CH2:30]4)[n:26]3)[cH:17][cH:18][cH:19]2)[cH:8][cH:9]1)[OH:31]. The reactants are Cc1ccc2c3c(ccc2n1)OCC(COS(=O)(=O)c1ccc(Br)cc1)O3, COc1ccccc1N1CCNCC1, CS(C)=O. Yields the product COc1ccccc1N1CCN(CC2COc3ccc4nc(C)ccc4c3O2)CC1. RXN SMILES: [Br:1][c:2]1[cH:3][cH:4][c:5]([S:6]([O:7][CH2:12][CH:13]2[CH2:14][O:15][c:16]3[c:17]([c:18]4[cH:19][cH:20][c:21]([CH3:26])[n:22][c:23]4[cH:24][cH:25]3)[O:27]2)(=[O:8])=[O:9])[cH:10][cH:11]1.[CH3:28][O:29][c:30]1[c:31]([N:36]2[CH2:37][CH2:38][NH:39][CH2:40][CH2:41]2)[cH:32][cH:33][cH:34][cH:35]1.[CH3:42][S:43]([CH3:44])=[O:45]>>[CH2:12]([CH:13]1[CH2:14][O:15][c:16]2[c:17]([c:18]3[cH:19][cH:20][c:21]([CH3:26])[n:22][c:23]3[cH:24][cH:25]2)[O:27]1)[N:39]1[CH2:38][CH2:37][N:36]([c:31]2[c:30]([O:29][CH3:28])[cH:35][cH:34][cH:33][cH:32]2)[CH2:41][CH2:40]1. Reactants: [Al+3], CCOC(=O)N1CCC(CCc2cc(-c3ccccc3)nc3ccccc23)CC1, [H-], [H-], [H-], [H-], [Li+], [Na+], C1CCOC1, [OH-], O. Yields the product CN1CCC(CCc2cc(-c3ccccc3)nc3ccccc23)CC1. Reaction SMILES: [Al+3:2].[CH2:7]([O:8][C:10](=[O:9])[N:12]1[CH2:13][CH2:14][CH:15]([CH2:18][CH2:19][c:20]2[cH:21][c:22](-[c:30]3[cH:31][cH:32][cH:33][cH:34][cH:35]3)[n:23][c:24]3[cH:25][cH:26][cH:27][cH:28][c:29]23)[CH2:16][CH2:17]1)[CH3:11].[H-:1].[H-:4].[H-:5].[H-:6].[Li+:3].[Na+:38].[O:39]1[CH2:40][CH2:41][CH2:42][CH2:43]1.[OH-:37].[OH2:36]>>[CH3:10][N:12]1[CH2:13][CH2:14][CH:15]([CH2:18][CH2:19][c:20]2[cH:21][c:22](-[c:30]3[cH:31][cH:32][cH:33][cH:34][cH:35]3)[n:23][c:24]3[cH:25][cH:26][cH:27][cH:28][c:29]23)[CH2:16][CH2:17]1.